describe an organic reaction: reactants, conditions, products, and yield From a dataset of the Open Reaction Database (ORD), a public repository of structured organic reaction records. Starting materials: Br.NC(CC1=CC=C(C=C1)O)C (4-(2-aminopropyl)phenol hydrobromide), C([O-])(O)=O.[Na+] (sodium bicarbonate), O (water), ClC1=CC=C(C=C1)S(=O)(=O)Cl (4-chlorophenylsulfonyl chloride). The solvent is C(C)(=O)OCC (ethyl acetate). Run at time 3 hour. Yields the product ClC1=CC=C(C=C1)S(=O)(=O)NC(CC1=CC=C(C=C1)O)C (4-[2-(4-chlorophenyl)sulfonylaminopropyl)phenol). The yield is 99.8%. As a reaction SMILES: Br.[NH2:2][CH:3]([CH3:12])[CH2:4][C:5]1[CH:10]=[CH:9][C:8]([OH:11])=[CH:7][CH:6]=1.C(=O)(O)[O-].[Na+].O.[Cl:19][C:20]1[CH:25]=[CH:24][C:23]([S:26](Cl)(=[O:28])=[O:27])=[CH:22][CH:21]=1>C(OCC)(=O)C>[Cl:19][C:20]1[CH:25]=[CH:24][C:23]([S:26]([NH:2][CH:3]([CH3:12])[CH2:4][C:5]2[CH:10]=[CH:9][C:8]([OH:11])=[CH:7][CH:6]=2)(=[O:28])=[O:27])=[CH:22][CH:21]=1 |f:0.1,2.3|. Procedure: A mixture of 2.32 g of 4-(2-aminopropyl)phenol hydrobromide, 4.2 g of sodium bicarbonate, 50 ml of water, 100 ml of ethyl acetate and 2.11 g of 4-chlorophenylsulfonyl chloride is stirred at room temperature for 3 hours. After the reaction, the ethyl acetate layer is separated therefrom, dried and evaporated to remove the solvent. 3.25 g of 4-[2-(4-chlorophenyl)sulfonylaminopropyl)phenol are obtained as brown oil.